Dataset: the Open Reaction Database (ORD), a public repository of structured organic reaction records. Task: describe an organic reaction: reactants, conditions, products, and yield Starting materials: C(C)(=O)O (acetic acid), C(C)OC(CP(=O)(OCC)OCC)=O (diethylphosphonoacetic acid ethyl ester), COC(C#C/C=C/CBr)(C)C ((E)-6-methoxy-6-methyl-2-hepten-4-ynyl bromide), [H-].[Na+] (sodium hydride). The solvent is C(C)O (ethanol). Run at time 5 hour. Yields the product C(C)OC(C(C\C=C\C#CC(C)(C)OC)P(=O)(OCC)OCC)=O ((E)-diethylphosphono(6-methoxy-6-methyl-2-hepten-4-ynyl)acetic acid ethyl ester). The yield is 55.8%. RXN SMILES: [CH2:1]([O:3][C:4](=[O:14])[CH2:5][P:6]([O:11][CH2:12][CH3:13])([O:8][CH2:9][CH3:10])=[O:7])[CH3:2].[H-].[Na+].[CH3:17][O:18][C:19]([CH3:27])([CH3:26])[C:20]#[C:21]/[CH:22]=[CH:23]/[CH2:24]Br.C(O)(=O)C>C(O)C>[CH2:1]([O:3][C:4](=[O:14])[CH:5]([P:6]([O:8][CH2:9][CH3:10])([O:11][CH2:12][CH3:13])=[O:7])[CH2:24]/[CH:23]=[CH:22]/[C:21]#[C:20][C:19]([O:18][CH3:17])([CH3:27])[CH3:26])[CH3:2] |f:1.2|. Procedure details: 3.36 g of diethylphosphonoacetic acid ethyl ester is dissolved in 40 ml of ethanol, 0.60 g of 60% oily sodium hydride is added under ice cooling and stirring, 1.09 g of (E)-6-methoxy-6-methyl-2-hepten-4-ynyl bromide is added dropwise, and the mixture is stirred under ice cooling for 1 hour and then at room temperature for 5 hours. 15 ml of acetic acid is added to the reaction solution, the solvent is distilled off under reduced pressure, and the residue is extracted with a system of water and et... The reactants are CCOCC, C1=COCCC1, CC12CCCC=C1CCC1C2CCC2(C)C(O)CCC12, Cc1ccc(S(=O)(=O)Cl)cc1. Yields the product CC12CCCC=C1CCC1C2CCC2(C)C(OC3CCCCO3)CCC12. Reaction SMILES: [CH2:38]([O:39][CH2:40][CH3:41])[CH3:42].[O:1]1[CH2:2][CH2:3][CH2:4][CH:5]=[CH:6]1.[OH:18][CH:19]1[C:20]2([CH3:21])[CH:22]([CH2:23][CH2:24]1)[CH:25]1[CH2:26][CH2:27][C:28]3=[CH:29][CH2:30][CH2:31][CH2:32][C:33]3([CH3:34])[CH:35]1[CH2:36][CH2:37]2.[c:7]1([CH3:8])[cH:9][cH:10][c:11]([S:12]([Cl:13])(=[O:14])=[O:15])[cH:16][cH:17]1>>[O:1]1[CH2:2][CH2:3][CH2:4][CH2:5][CH:6]1[O:18][CH:19]1[C:20]2([CH3:21])[CH:22]([CH2:23][CH2:24]1)[CH:25]1[CH2:26][CH2:27][C:28]3=[CH:29][CH2:30][CH2:31][CH2:32][C:33]3([CH3:34])[CH:35]1[CH2:36][CH2:37]2. Reactants: CC(Oc1c(N)ncc2c(Br)coc12)c1c(Cl)ccc(F)c1Cl, O=C([O-])[O-], O=Cc1ccc(B(O)O)s1, [K+], [K+], C1COCCO1, O, c1ccc(P(c2ccccc2)(c2ccccc2)[Pd](P(c2ccccc2)(c2ccccc2)c2ccccc2)(P(c2ccccc2)(c2ccccc2)c2ccccc2)P(c2ccccc2)(c2ccccc2)c2ccccc2)cc1. The product is CC(Oc1c(N)ncc2c(-c3ccc(C=O)s3)coc12)c1c(Cl)ccc(F)c1Cl. As a reaction SMILES: [Br:1][c:2]1[cH:3][o:4][c:5]2[c:6]1[cH:7][n:8][c:9]([NH2:23])[c:10]2[O:11][CH:12]([CH3:13])[c:14]1[c:15]([Cl:22])[c:16]([F:21])[cH:17][cH:18][c:19]1[Cl:20].[C:34](=[O:35])([O-:36])[O-:37].[CH:24](=[O:25])[c:26]1[cH:27][cH:28][c:29]([B:31]([OH:32])[OH:33])[s:30]1.[K+:38].[K+:39].[O:40]1[CH2:41][CH2:42][O:43][CH2:44][CH2:45]1.[OH2:123].[cH:46]1[cH:47][cH:48][c:49]([P:50]([Pd:51]([P:52]([c:53]2[cH:54][cH:55][cH:56][cH:57][cH:58]2)([c:59]2[cH:60][cH:61][cH:62][cH:63][cH:64]2)[c:65]2[cH:66][cH:67][cH:68][cH:69][cH:70]2)([P:71]([c:72]2[cH:73][cH:74][cH:75][cH:76][cH:77]2)([c:78]2[cH:79][cH:80][cH:81][cH:82][cH:83]2)[c:84]2[cH:85][cH:86][cH:87][cH:88][cH:89]2)[P:90]([c:91]2[cH:92][cH:93][cH:94][cH:95][cH:96]2)([c:97]2[cH:98][cH:99][cH:100][cH:101][cH:102]2)[c:103]2[cH:104][cH:105][cH:106][cH:107][cH:108]2)([c:109]2[cH:110][cH:111][cH:112][cH:113][cH:114]2)[c:115]2[cH:116][cH:117][cH:118][cH:119][cH:120]2)[cH:121][cH:122]1>>[c:2]1(-[c:29]2[cH:28][cH:27][c:26]([CH:24]=[O:25])[s:30]2)[cH:3][o:4][c:5]2[c:6]1[cH:7][n:8][c:9]([NH2:23])[c:10]2[O:11][CH:12]([CH3:13])[c:14]1[c:15]([Cl:22])[c:16]([F:21])[cH:17][cH:18][c:19]1[Cl:20]. Reactants: CC(=O)O, Cc1nc(-c2ccncc2)sc1C(=O)N1CCN(S(=O)(=O)c2cnc3cc(Cl)ccc3c2Cl)CC1, [Zn]. Product: Cc1nc(-c2ccncc2)sc1C(=O)N1CCN(S(=O)(=O)c2cnc3cc(Cl)ccc3c2)CC1. RXN SMILES: [CH3:36][C:37](=[O:38])[OH:39].[Cl:1][c:2]1[c:3]([S:13](=[O:14])(=[O:15])[N:16]2[CH2:17][CH2:18][N:19]([C:22](=[O:23])[c:24]3[c:25]([CH3:35])[n:26][c:27](-[c:29]4[cH:30][cH:31][n:32][cH:33][cH:34]4)[s:28]3)[CH2:20][CH2:21]2)[cH:4][n:5][c:6]2[cH:7][c:8]([Cl:12])[cH:9][cH:10][c:11]12.[Zn:40]>>[cH:2]1[c:3]([S:13](=[O:14])(=[O:15])[N:16]2[CH2:17][CH2:18][N:19]([C:22](=[O:23])[c:24]3[c:25]([CH3:35])[n:26][c:27](-[c:29]4[cH:30][cH:31][n:32][cH:33][cH:34]4)[s:28]3)[CH2:20][CH2:21]2)[cH:4][n:5][c:6]2[cH:7][c:8]([Cl:12])[cH:9][cH:10][c:11]12. Product: ClC1=C(C=C(C=C1)N)C(N[C@@H](C)C1=CC=CC=C1)C1=CC=CC=C1 (4-Chloro-3-{phenyl-[(S)-1-phenylethylamino]methyl}phenylamine). Starting materials: ClC1=C(C=C(C=C1)[N+](=O)[O-])C(N[C@@H](C)C1=CC=CC=C1)C1=CC=CC=C1 (N-[(2-chloro-5-nitrophenyl)phenylmethyl]-N-[(S)-1-phenylethyl]amine), [BH4-].[Na+] (sodium borohydride). Reagents/catalysts: O.O.O.O.O.O.[Ni](Cl)Cl (nickel chloride hexahydrate). Reported procedure: In a similar manner to that described in Example (1b), N-[(2-chloro-5-nitrophenyl)phenylmethyl]-N-[(S)-1-phenylethyl]amine (2.58 g) [prepared as described in step (a) above], nickel chloride hexahydrate (3.33 g) and sodium borohydride (1.06 g) were reacted. The crude product was separated and purified by chromatography through a silica gel column using a 1:10 by volume mixture of ethyl acetate and toluene as the eluant, to afford isomer A (771 mg) as a colorless oil and isomer B (659 mg) as a pa... Reaction SMILES: [Cl:1][C:2]1[CH:7]=[CH:6][C:5]([N+:8]([O-])=O)=[CH:4][C:3]=1[CH:11]([C:21]1[CH:26]=[CH:25][CH:24]=[CH:23][CH:22]=1)[NH:12][C@H:13]([C:15]1[CH:20]=[CH:19][CH:18]=[CH:17][CH:16]=1)[CH3:14].[BH4-].[Na+]>O.O.O.O.O.O.[Ni](Cl)Cl>[Cl:1][C:2]1[CH:7]=[CH:6][C:5]([NH2:8])=[CH:4][C:3]=1[CH:11]([C:21]1[CH:26]=[CH:25][CH:24]=[CH:23][CH:22]=1)[NH:12][C@H:13]([C:15]1[CH:20]=[CH:19][CH:18]=[CH:17][CH:16]=1)[CH3:14] |f:1.2,3.4.5.6.7.8.9|. Starting materials: O (water), COC=1C=CC2=C(CCN(C(N2)=O)C2CCNCC2)C1 (7-methoxy-3-piperidin-4-yl-1,3,4,5-tetrahydro-1,3-benzodiazepin-2-one), ClC1=CC(=NC=N1)OC=1C=C(C2=C(OCC(N2)=O)C1)C (7-(6-chloropyrimidin-4-yloxy)-5-methyl-2H-benzo[b][1,4]oxazin-3(4H)-one), CCN(C(C)C)C(C)C (DIPEA). The solvent is CN(C)C=O (DMF), CO (methanol). Product: COC1=CC2=C(NC(N(CC2)C2CCN(CC2)C2=CC(=NC=N2)OC=2C=C(C3=C(OCC(N3)=O)C2)C)=O)C=C1 (7-(6-(4-(7-methoxy-2-oxo-4,5-dihydro-1H-benzo[d][1,3]diazepin-3(2H)-yl)piperidin-1-yl)-pyrimidin-4-yloxy)-5-methyl-2H-benzo[b][1.4]oxazin-3(4H)-one). RXN SMILES: [CH3:1][O:2][C:3]1[CH:4]=[CH:5][C:6]2[NH:12][C:11](=[O:13])[N:10]([CH:14]3[CH2:19][CH2:18][NH:17][CH2:16][CH2:15]3)[CH2:9][CH2:8][C:7]=2[CH:20]=1.Cl[C:22]1[N:27]=[CH:26][N:25]=[C:24]([O:28][C:29]2[CH:30]=[C:31]([CH3:40])[C:32]3[NH:37][C:36](=[O:38])[CH2:35][O:34][C:33]=3[CH:39]=2)[CH:23]=1.CCN(C(C)C)C(C)C.O>CN(C=O)C.CO>[CH3:1][O:2][C:3]1[CH:4]=[CH:5][C:6]2[NH:12][C:11](=[O:13])[N:10]([CH:14]3[CH2:19][CH2:18][N:17]([C:22]4[N:27]=[CH:26][N:25]=[C:24]([O:28][C:29]5[CH:30]=[C:31]([CH3:40])[C:32]6[NH:37][C:36](=[O:38])[CH2:35][O:34][C:33]=6[CH:39]=5)[CH:23]=4)[CH2:16][CH2:15]3)[CH2:9][CH2:8][C:7]=2[CH:20]=1. Procedure: 70 mg (0.25 mmol) 7-methoxy-3-piperidin-4-yl-1,3,4,5-tetrahydro-1,3-benzodiazepin-2-one, 65 mg (0.20 mmol) 7-(6-chloropyrimidin-4-yloxy)-5-methyl-2H-benzo[b][1,4]oxazin-3(4H)-one and 50 μL (0.27 mmol) DIPEA in 2.0 mL DMF were stirred overnight at RT and for 3 h at 40° C. The reaction mixture was combined with water and methanol. The precipitate formed was suction filtered, washed and dried. The filtrate was again suction filtered, washed and dried. The reactants are CSCCC1(OC2=C(CC1)C(=C(C(=C2C)C)O)C)C (3,4-dihydro-2-(2-methylthioethyl)-2,5,7,8-tetramethyl-2H-1-benzopyran-6-ol), CC1=CC=C(C=C1)S(=O)(=O)OC (methyl 4-methylbenzenesulfonate), C(C)OC(C)=O (ethylacetate). Solvent: C(C)#N (acetonitrile). Yields the product CC1=CC=C(C=C1)S(=O)(=O)[O-].OC=1C(=C(C2=C(CCC(O2)(C)CC[S+](C)C)C1C)C)C ([2-(3,4-Dihydro-6-hydroxy-2,5,7,8-tetramethyl-2H-1-benzopyran-2-yl)ethyl)-dimethylsulfonium 4-methylbenzenesulfonate). Yield: 87.0%. RXN SMILES: [CH3:1][S:2][CH2:3][CH2:4][C:5]1([CH3:19])[CH2:10][CH2:9][C:8]2[C:11]([CH3:18])=[C:12]([OH:17])[C:13]([CH3:16])=[C:14]([CH3:15])[C:7]=2[O:6]1.[CH3:20][C:21]1[CH:26]=[CH:25][C:24]([S:27]([O:30]C)(=[O:29])=[O:28])=[CH:23][CH:22]=1.[CH2:32](OC(=O)C)C>C(#N)C>[CH3:20][C:21]1[CH:22]=[CH:23][C:24]([S:27]([O-:30])(=[O:29])=[O:28])=[CH:25][CH:26]=1.[OH:17][C:12]1[C:13]([CH3:16])=[C:14]([CH3:15])[C:7]2[O:6][C:5]([CH2:4][CH2:3][S+:2]([CH3:32])[CH3:1])([CH3:19])[CH2:10][CH2:9][C:8]=2[C:11]=1[CH3:18] |f:4.5|. Procedure details: A solution of 2.90 g of 3,4-dihydro-2-(2-methylthioethyl)-2,5,7,8-tetramethyl-2H-1-benzopyran-6-ol and 2.12 g (10% excess) of methyl 4-methylbenzenesulfonate in 30 ml of acetonitrile is refluxed for 48 hours. On cooling and addition of ethylacetate, the product crystallizes and is recrystallized from the same solvent pair, 4.19 g (87% yield), m.p. 156°-158° C., identified by elemental analysis, IR, UV and 1H and 13C NMR spectra.